Dataset: the Open Reaction Database (ORD), a public repository of structured organic reaction records. Task: describe an organic reaction: reactants, conditions, products, and yield The reactants are C(C)(=O)OCC (ethyl acetate), NCCCCN (1,4-diaminobutane), ClC1=C(C=NC=C1)[N+](=O)[O-] (4-chloro-3-nitropyridine). Solvent: C(C)O (ethanol), C(C)O (ethanol). Conditions: time 30 minute. Product: NCCCCNC1=C(C=NC=C1)[N+](=O)[O-] (4-(4-Aminobutylamino)-3-nitropyridine). Reaction SMILES: [NH2:1][CH2:2][CH2:3][CH2:4][CH2:5][NH2:6].Cl[C:8]1[CH:13]=[CH:12][N:11]=[CH:10][C:9]=1[N+:14]([O-:16])=[O:15].C(OCC)(=O)C>C(O)C>[NH2:1][CH2:2][CH2:3][CH2:4][CH2:5][NH:6][C:8]1[CH:13]=[CH:12][N:11]=[CH:10][C:9]=1[N+:14]([O-:16])=[O:15]. Reported procedure: To a solution of 1,4-diaminobutane (8.8 g) in ethanol (100 ml) at room temperature was added a solution of 4-chloro-3-nitropyridine in ethanol (50 ml). The mixture was stirred at room temperature for 30 minutes, poured into ethyl acetate (400 ml), and then washed with water (3×150 ml). The aqueous phases were back-extracted with methylene chloride (3×120 ml) and all the organic phases were combined, dried over Na2SO4, filtered and evaporated under vacuum. The residue was chromatographed on silic...